The task is: describe an organic reaction: reactants, conditions, products, and yield. This data is from the Open Reaction Database (ORD), a public repository of structured organic reaction records. The reactants are COC(=O)c1cnc2c(c1)cc(C(O)CC(C)C)n2S(=O)(=O)c1ccccc1, ClCCl. Yields the product COC(=O)c1cnc2c(c1)cc(C(=O)CC(C)C)n2S(=O)(=O)c1ccccc1. RXN SMILES: [CH3:1][O:2][C:3](=[O:4])[c:5]1[cH:6][c:7]2[c:8]([n:9][cH:10]1)[n:11]([S:20](=[O:21])(=[O:22])[c:23]1[cH:24][cH:25][cH:26][cH:27][cH:28]1)[c:12]([CH:14]([CH2:15][CH:16]([CH3:17])[CH3:18])[OH:19])[cH:13]2.[Cl:29][CH2:30][Cl:31]>>[CH3:1][O:2][C:3](=[O:4])[c:5]1[cH:6][c:7]2[c:8]([n:9][cH:10]1)[n:11]([S:20](=[O:21])(=[O:22])[c:23]1[cH:24][cH:25][cH:26][cH:27][cH:28]1)[c:12]([C:14]([CH2:15][CH:16]([CH3:17])[CH3:18])=[O:19])[cH:13]2.